This data is from the Open Reaction Database (ORD), a public repository of structured organic reaction records. The task is: describe an organic reaction: reactants, conditions, products, and yield As a reaction SMILES: F[C:2]1[CH:9]=[CH:8][C:5]([C:6]#[N:7])=[CH:4][CH:3]=1.[OH:10][C:11]1[CH:16]=[CH:15][C:14]([CH2:17][C:18]([O:20]CC)=[O:19])=[CH:13][CH:12]=1.C(=O)([O-])[O-].[K+].[K+].C(=O)(O)[O-].[Na+]>CN(C)C(=O)C>[C:6]([C:5]1[CH:8]=[CH:9][C:2]([O:10][C:11]2[CH:12]=[CH:13][C:14]([CH2:17][C:18]([OH:20])=[O:19])=[CH:15][CH:16]=2)=[CH:3][CH:4]=1)#[N:7] |f:2.3.4,5.6|. Starting materials: C([O-])(O)=O.[Na+] (sodium bicarbonate), FC1=CC=C(C#N)C=C1 (p-fluorobenzonitrile), OC1=CC=C(C=C1)CC(=O)OCC (ethyl p-hydroxyphenylacetate), C([O-])([O-])=O.[K+].[K+] (potassium carbonate). The product is C(#N)C1=CC=C(OC2=CC=C(C=C2)CC(=O)O)C=C1 ([p-(p-Cyanophenoxy)phenyl]acetic acid). Procedure details: A mixture of 17.4 g of p-fluorobenzonitrile 31.0 g of ethyl p-hydroxyphenylacetate, 23.8 g of potassium carbonate and 175 ml of N,N-dimethylacetamide is heated at 158° C for 18 hours. The mixture is cooled and poured into 300 ml of cold sodium bicarbonate solution. The mixture is extracted with ether and the ether extracts washed with two 200 ml portions of 2N NaOH. The aqueous solutions are saturated with salt and extracted with ether. The alkaline aqueous layer is acidified with cold hydrochlo... The solvent is CN(C(C)=O)C (N,N-dimethylacetamide). Conditions: temperature 158 celsius. Starting materials: FC1=CC2=C(C(=NO2)C2=CC=C(C=C2)OC[C@H]2OC2)C=C1 ((S)-6-fluoro-3-(4-oxiranylmethoxy-phenyl)-benzo[d]isoxazole), FC1=CC=C2C(=NNC2=C1)N1CCNCC1 (6-fluoro-3-piperazin-1-yl-1H-indazole). Run in CN(C=O)C (dimethylformamide), C(C)O (ethanol). Reported procedure: The title compound is prepared from a mixture of (S)-6-fluoro-3-(4-oxiranylmethoxy-phenyl)-benzo[d]isoxazole in dimethylformamide and 6-fluoro-3-piperazin-1-yl-1H-indazole (Table No.1, SM 4) in ethanol essentially as described above in Example 21. Purity by LC/MS=100%, [M+H]+=506. Reaction SMILES: [F:1][C:2]1[CH:21]=[CH:20][C:5]2[C:6]([C:9]3[CH:14]=[CH:13][C:12]([O:15][CH2:16][C@@H:17]4[CH2:19][O:18]4)=[CH:11][CH:10]=3)=[N:7][O:8][C:4]=2[CH:3]=1.[F:22][C:23]1[CH:31]=[C:30]2[C:26]([C:27]([N:32]3[CH2:37][CH2:36][NH:35][CH2:34][CH2:33]3)=[N:28][NH:29]2)=[CH:25][CH:24]=1>CN(C)C=O.C(O)C>[F:1][C:2]1[CH:21]=[CH:20][C:5]2[C:6]([C:9]3[CH:10]=[CH:11][C:12]([O:15][CH2:16][C@@H:17]([OH:18])[CH2:19][N:35]4[CH2:36][CH2:37][N:32]([C:27]5[C:26]6[C:30](=[CH:31][C:23]([F:22])=[CH:24][CH:25]=6)[NH:29][N:28]=5)[CH2:33][CH2:34]4)=[CH:13][CH:14]=3)=[N:7][O:8][C:4]=2[CH:3]=1. The product is FC1=CC2=C(C(=NO2)C2=CC=C(OC[C@H](CN3CCN(CC3)C3=NNC4=CC(=CC=C34)F)O)C=C2)C=C1 ((S)-1-[4-(6-fluoro-benzo[d]isoxazol-3-yl)-phenoxy]-3-[4-(6-fluoro-1H-indazol-3-yl)-piperazin-1-yl]-propan-2-ol). Starting materials: COCCOCCOCCOCC(=O)O ({2-[2-(2-methoxyethoxy)ethoxy]ethoxy}acetic acid), OC[C@@H]1CN(C(O1)=O)C1=CC=C2C=C(NC(C2=C1)=O)C1=C(C=CC=C1)C(F)(F)F (7-((S)-5-hydroxymethyl-2-oxooxazolidin-3-yl)-3-(2-trifluoromethylphenyl)-2H-isoquinolin-1-one), COCCOCCOCCO (triethylene glycol monomethyl ether). Product: COCCOCCOCCOCC(=O)OC[C@@H]1CN(C(O1)=O)C1=CC=C2C=C(NC(C2=C1)=O)C1=C(C=CC=C1)C(F)(F)F ((S)-2-Oxo-3-[1-oxo-3-(2-trifluoromethylphenyl)-1,2-dihydroisoquinolin-7-yl]oxazolidin-5-ylmethyl {2-[2-(2-methoxyethoxy)ethoxy]ethoxy}acetate), COCCOCCOCCOCC(=O)O ({2-[2-(2-methoxyethoxy)ethoxy]ethoxy}acetic acid). As a reaction SMILES: [CH3:1][O:2][CH2:3][CH2:4][O:5][CH2:6][CH2:7][O:8][CH2:9][CH2:10][O:11][CH2:12][C:13]([OH:15])=[O:14].O[CH2:17][C@H:18]1[O:22][C:21](=[O:23])[N:20]([C:24]2[CH:33]=[C:32]3[C:27]([CH:28]=[C:29]([C:35]4[CH:40]=[CH:39][CH:38]=[CH:37][C:36]=4[C:41]([F:44])([F:43])[F:42])[NH:30][C:31]3=[O:34])=[CH:26][CH:25]=2)[CH2:19]1.COCCOCCOCCO>>[CH3:1][O:2][CH2:3][CH2:4][O:5][CH2:6][CH2:7][O:8][CH2:9][CH2:10][O:11][CH2:12][C:13]([O:15][CH2:17][C@H:18]1[O:22][C:21](=[O:23])[N:20]([C:24]2[CH:33]=[C:32]3[C:27]([CH:28]=[C:29]([C:35]4[CH:40]=[CH:39][CH:38]=[CH:37][C:36]=4[C:41]([F:43])([F:42])[F:44])[NH:30][C:31]3=[O:34])=[CH:26][CH:25]=2)[CH2:19]1)=[O:14].[CH3:1][O:2][CH2:3][CH2:4][O:5][CH2:6][CH2:7][O:8][CH2:9][CH2:10][O:11][CH2:12][C:13]([OH:15])=[O:14]. Reported procedure: The title compound was synthesized by a condensation method similar to that of Step A of Example 3-1 using {2-[2-(2-methoxyethoxy)ethoxy]ethoxy}acetic acid instead of Boc-Sar-OH and 7-((S)-5-hydroxymethyl-2-oxooxazolidin-3-yl)-3-(2-trifluoromethylphenyl)-2H-isoquinolin-1-one obtained in Step B of Example 1-13 instead of 7-((R)-5-hydroxymethyl-2-oxooxazolidin-3-yl)-3-(2-trifluoromethylphenyl)-2H-isoquinolin-1-one obtained in Step B of Example 1-14. However, {2-[2-(2-methoxyethoxy)ethoxy]ethoxy}ac... Reactants: NCCO, Cc1ccccc1, COc1cc(C=O)ccc1O. Product: COc1cc(C=NCCO)ccc1O. As a reaction SMILES: [CH2:12]([OH:13])[CH2:14][NH2:15].[CH3:16][c:17]1[cH:18][cH:19][cH:20][cH:21][cH:22]1.[OH:1][c:2]1[c:3]([O:10][CH3:11])[cH:4][c:5]([CH:6]=[O:7])[cH:8][cH:9]1>>[OH:1][c:2]1[c:3]([O:10][CH3:11])[cH:4][c:5]([CH:6]=[N:15][CH2:14][CH2:12][OH:13])[cH:8][cH:9]1. Starting materials: OC(CCCl)C=1C=C2CCC(NC2=CC1)=O (6-[1-hydroxy-3-chloropropyl]-3,4-dihydrocarbostyril), C1(=CC=CC=C1)C1=CCNCC1 (4-phenyl-1,2,5,6-tetrahydropyridine), C(O)([O-])=O.[Na+] (sodium hydrogencarbonate). Run in C1(=CC=CC=C1)C (toluene). Yields the product C1(=CC=CC=C1)C1=CCN(CC1)CC=CC=1C=C2CCC(NC2=CC1)=O (6-[3-(4-phenyl-1,2,5,6-tetrahydropyridyl)-1-propenyl]-3,4-dihydrocarbostyril). As a reaction SMILES: O[CH:2]([C:6]1[CH:7]=[C:8]2[C:13](=[CH:14][CH:15]=1)[NH:12][C:11](=[O:16])[CH2:10][CH2:9]2)[CH2:3][CH2:4]Cl.[C:17]1([C:23]2[CH2:28][CH2:27][NH:26][CH2:25][CH:24]=2)[CH:22]=[CH:21][CH:20]=[CH:19][CH:18]=1.C(=O)([O-])O.[Na+]>C1(C)C=CC=CC=1>[C:17]1([C:23]2[CH2:28][CH2:27][N:26]([CH2:4][CH:3]=[CH:2][C:6]3[CH:7]=[C:8]4[C:13](=[CH:14][CH:15]=3)[NH:12][C:11](=[O:16])[CH2:10][CH2:9]4)[CH2:25][CH:24]=2)[CH:22]=[CH:21][CH:20]=[CH:19][CH:18]=1 |f:2.3|. Procedure: 2.5 Grams of 6-[1-hydroxy-3-chloropropyl]-3,4-dihydrocarbostyril and 3.0 g of 4-phenyl-1,2,5,6-tetrahydropyridine were mixed in 50 ml of toluene and the mixture was refluxed by heating for 5 hours, then toluene was removed by distillation. To the residue thus obtained was added 50 ml of 5%-sodium hydrogencarbonate aqueous solution and was extracted with chloroform. The chloroform layer was washed with water and dried, then chloroform was removed by distillation. The residue thus obtained was rec... Starting materials: COC(CC1=CC=C(C=C1)CN)=O ((4-aminomethyl-phenyl)-acetic acid methyl ester), Cl.CN(CCCN=C=NCC)C (1-[3-(Dimethylamino)propyl]-3-ethylcarbodiimide hydrochloride), C(C)(C)N(C(C)C)CC (N,N-diisopropylethylamine), O.ON1N=NC2=C1C=CC=C2 (1-hydoxybenzo-triazole hydrate), O1COC2=C1C=CC(=C2)OC2=C(C(=O)O)C=CC=N2 (2-(benzo[1,3]dioxol-5-yloxy)-nicotinic acid). Solvent: O (Water), ClCCl (dichloromethane). Run at time 0.5 hour. Yields the product COC(CC1=CC=C(C=C1)CNC(=O)C=1C(=NC=CC1)OC1=CC2=C(OCO2)C=C1)=O ([4-({[2-(Benzo[1,3]dioxol-5-yloxy)-pyridine-3-carbonyl]-amino}-methyl)-phenyl]-acetic acid methyl ester). As a reaction SMILES: Cl.CN(C)CCCN=C=NCC.O.ON1C2C=CC=CC=2N=N1.[O:24]1[C:28]2[CH:29]=[CH:30][C:31]([O:33][C:34]3[N:42]=[CH:41][CH:40]=[CH:39][C:35]=3[C:36]([OH:38])=O)=[CH:32][C:27]=2[O:26][CH2:25]1.C(N(CC)C(C)C)(C)C.[CH3:52][O:53][C:54](=[O:64])[CH2:55][C:56]1[CH:61]=[CH:60][C:59]([CH2:62][NH2:63])=[CH:58][CH:57]=1>ClCCl.O>[CH3:52][O:53][C:54](=[O:64])[CH2:55][C:56]1[CH:61]=[CH:60][C:59]([CH2:62][NH:63][C:36]([C:35]2[C:34]([O:33][C:31]3[CH:30]=[CH:29][C:28]4[O:24][CH2:25][O:26][C:27]=4[CH:32]=3)=[N:42][CH:41]=[CH:40][CH:39]=2)=[O:38])=[CH:58][CH:57]=1 |f:0.1,2.3|. Reported procedure: 1-[3-(Dimethylamino)propyl]-3-ethylcarbodiimide hydrochloride (1.71 g), 1-hydoxybenzo-triazole hydrate (1.24 g), and 2-(benzo[1,3]dioxol-5-yloxy)-nicotinic acid were combined and suspended in anhydrous dichloromethane (40 mL). N,N-diisopropylethylamine (5.93 mL) was added to the suspension, which was stirred for 0.5 h. The suspension was added to (4-aminomethyl-phenyl)-acetic acid methyl ester (1.22 g) and the reaction mixture stirred at ambient temperature overnight. Water (approx. 15 mL) was t... Starting materials: ClC=1C=NC=2N(C1)N=C(C2)C(=O)O (6-chloro-pyrazolo[1,5-a]pyrimidine-2-carboxylic acid), FC=1C=CC=C2CCNC(C12)CC (8-fluoro-1-ethyl-1,2,3,4-tetrahydro-isoquinoline). Yields the product ClC=1C=NC=2N(C1)N=C(C2)C(=O)N2C(C1=C(C=CC=C1CC2)F)CC ((6-Chloro-pyrazolo[1,5-a]pyrimidin-2-yl)-(8-fluoro-1-ethyl-3,4-dihydro-1H-isoquinolin-2-yl)-methanone). As a reaction SMILES: [Cl:1][C:2]1[CH:3]=[N:4][C:5]2[N:6]([N:8]=[C:9]([C:11]([OH:13])=O)[CH:10]=2)[CH:7]=1.[F:14][C:15]1[CH:16]=[CH:17][CH:18]=[C:19]2[C:24]=1[CH:23]([CH2:25][CH3:26])[NH:22][CH2:21][CH2:20]2>>[Cl:1][C:2]1[CH:3]=[N:4][C:5]2[N:6]([N:8]=[C:9]([C:11]([N:22]3[CH2:21][CH2:20][C:19]4[C:24](=[C:15]([F:14])[CH:16]=[CH:17][CH:18]=4)[CH:23]3[CH2:25][CH3:26])=[O:13])[CH:10]=2)[CH:7]=1. Procedure details: In close analogy to the procedure described in Example 1, 6-chloro-pyrazolo[1,5-a]pyrimidine-2-carboxylic acid is reacted with 8-fluoro-1-ethyl-1,2,3,4-tetrahydro-isoquinoline to provide the title compound in moderate yield. Starting materials: BrBr (bromine), C(C)OC(C)=O (ethylacetate), C(C)(C)(C)C=1C=CC=C2C=CC(=NC12)CO[SiH](C)C (8-(t-butyl)dimethylsiloxyquinaldine). The solvent is ClCCl (dichloromethane), hexanes, ClCCl (dichloromethane). The product is BrC1=C2C=CC(=NC2=C(C=C1)C(C)(C)C)CO[SiH](C)C (5-bromo-8-(t-butyl)dimethylsiloxyquinaldine). Yield: 64.2%. Reaction SMILES: [C:1]([C:5]1[CH:6]=[CH:7][CH:8]=[C:9]2[C:14]=1[N:13]=[C:12]([CH2:15][O:16][SiH:17]([CH3:19])[CH3:18])[CH:11]=[CH:10]2)([CH3:4])([CH3:3])[CH3:2].[Br:20]Br.C(OC(=O)C)C>ClCCl>[Br:20][C:8]1[CH:7]=[CH:6][C:5]([C:1]([CH3:4])([CH3:2])[CH3:3])=[C:14]2[C:9]=1[CH:10]=[CH:11][C:12]([CH2:15][O:16][SiH:17]([CH3:19])[CH3:18])=[N:13]2. Procedure details: To a 500 mL flask was added 400 mL dichloromethane and 31.5 g 8-(t-butyl)dimethylsiloxyquinaldine. The mixture was vigorously stirred while 33.14 g bromine (Aldrich) dissolved in 20 mL dichloromethane was added dropwise. The reaction progress was monitored by TLC (5:95 ethylacetate:hexanes). The starting material was found to be completely consumed. Excess bromine was removed by addition of 200 mL of saturated sodium thiosulfate (Aldrich). The organic layer was separated, washed with 150 ml wate...